This data is from the Open Reaction Database (ORD), a public repository of structured organic reaction records. The task is: describe an organic reaction: reactants, conditions, products, and yield Reactants: N12CCC(CC1)(CC2)C(=O)Cl (1-Azabicyclo[2.2.2]octane-4-carbonyl chloride), N[C@@H]1CN(CC1)CCC1=CC=C(C=C1)F ((S)-3-amino-1-(2-(4-fluorophenyl)ethyl)pyrrolidine). Yields the product FC1=CC=C(C=C1)CCN1C[C@H](CC1)NC(=O)C12CCN(CC1)CC2 ((S)-N-(1-(2-(4-fluorophenyl)ethyl)pyrrolidin-3-yl)-1-azabicyclo[2.2.2]octane-4-carboxamide). As a reaction SMILES: [N:1]12[CH2:8][CH2:7][C:4]([C:9](Cl)=[O:10])([CH2:5][CH2:6]1)[CH2:3][CH2:2]2.[NH2:12][C@H:13]1[CH2:17][CH2:16][N:15]([CH2:18][CH2:19][C:20]2[CH:25]=[CH:24][C:23]([F:26])=[CH:22][CH:21]=2)[CH2:14]1>>[F:26][C:23]1[CH:24]=[CH:25][C:20]([CH2:19][CH2:18][N:15]2[CH2:16][CH2:17][C@H:13]([NH:12][C:9]([C:4]34[CH2:7][CH2:8][N:1]([CH2:6][CH2:5]3)[CH2:2][CH2:3]4)=[O:10])[CH2:14]2)=[CH:21][CH:22]=1. Reported procedure: 1-Azabicyclo[2.2.2]octane-4-carbonyl chloride and (S)-3-amino-1-(2-(4-fluorophenyl)ethyl)pyrrolidine were reacted under the same conditions as in Example 53 to give (S)-N-(1-(2-(4-fluorophenyl)ethyl)pyrrolidin-3-yl)-1-azabicyclo[2.2.2]octane-4-carboxamide.